Dataset: the Open Reaction Database (ORD), a public repository of structured organic reaction records. Task: describe an organic reaction: reactants, conditions, products, and yield Starting materials: NCCN[C@@H]1CC[C@H](CC1)CC(=O)N[C@@H]1B(OC2=C(C1)C=CC=C2C(=O)O)O ((R)-3-(2-(trans-4-(2-aminoethylamino)cyclohexyl)acetamido)-2-hydroxy-3,4-dihydro-2H-benzo[e][1,2]oxaborinine-8-carboxylic acid), [Si](C)(C)(C(C)(C)C)OCC=O (2-(tert-butyldimethylsilyloxy)acetaldehyde). Product: [Si](C)(C)(C(C)(C)C)OCCN[C@@H]1CC[C@H](CC1)CC(=O)N[C@@H]1B(OC2=C(C1)C=CC=C2C(=O)O)O ((R)-3-(2-(trans-4-(2-(tert-butyldimethylsilyloxy)ethylamino)cyclohexyl)acetamido)-2-hydroxy-3,4-dihydro-2H-benzo[e][1,2]oxaborinine-8-carboxylic acid). Reaction SMILES: N[CH2:2][CH2:3][NH:4][C@H:5]1[CH2:10][CH2:9][C@H:8]([CH2:11][C:12]([NH:14][C@H:15]2[CH2:20][C:19]3[CH:21]=[CH:22][CH:23]=[C:24]([C:25]([OH:27])=[O:26])[C:18]=3[O:17][B:16]2[OH:28])=[O:13])[CH2:7][CH2:6]1.[Si:29]([O:36]CC=O)([C:32]([CH3:35])([CH3:34])[CH3:33])([CH3:31])[CH3:30]>>[Si:29]([O:36][CH2:2][CH2:3][NH:4][C@H:5]1[CH2:6][CH2:7][C@H:8]([CH2:11][C:12]([NH:14][C@H:15]2[CH2:20][C:19]3[CH:21]=[CH:22][CH:23]=[C:24]([C:25]([OH:27])=[O:26])[C:18]=3[O:17][B:16]2[OH:28])=[O:13])[CH2:9][CH2:10]1)([C:32]([CH3:35])([CH3:34])[CH3:33])([CH3:31])[CH3:30]. Procedure: Prepared from (R)-3-(2-(trans-4-(2-aminoethylamino)cyclohexyl)acetamido)-2-hydroxy-3,4-dihydro-2H-benzo[e][1,2]oxaborinine-8-carboxylic acid (Example 15) and 2-(tert-butyldimethylsilyloxy)acetaldehyde following procedure described in Step 1 of Example 15. ESI-MS m/z 505 (MH)+. The reactants are O=Cc1cc(Cl)c(Br)c(Cl)c1, COC(=O)c1cc(Cl)c(Br)c(Cl)c1. Yields the product OCc1cc(Cl)c(Br)c(Cl)c1. As a reaction SMILES: [Br:14][c:15]1[c:16]([Cl:17])[cH:18][c:19]([CH:20]=[O:21])[cH:22][c:23]1[Cl:24].[Br:1][c:2]1[c:3]([Cl:13])[cH:4][c:5]([C:6](=[O:7])[O:8][CH3:9])[cH:10][c:11]1[Cl:12]>>[Br:1][c:2]1[c:3]([Cl:13])[cH:4][c:5]([CH2:6][OH:7])[cH:10][c:11]1[Cl:12]. Procedure details: A suspension of racemic ethyl 3-amino-3-(3-(2-hydroxypropan-2-yl)-5-(trifluoromethyl)phenyl)propanoate hydrochloride (Example J) (540.4 mg, 1.52 mmol) in water (2.0 mL) was basified with 2.5 N NaOH solution (pH 12) by drop wise addition to give a dirty pink oily residue. The pH of the aqueous phase was adjusted to pH 8.20 by the addition of 50 mom KH2PO4 solution (40.0 mL). Amano Lipase PS (607.6 mg) was added to the above suspension and the reaction mixture was stirred at room temperature for 6... The solvent is C(C)(C)(C)OC (methyl t-butyl ether), O (water). Run at time 63 hour. Reactants: P(=O)([O-])([O-])[O-] (Phosphate), (R)-ester, crude residue, [OH-].[Na+] (NaOH), 50, OP(=O)(O)[O-].[K+] (KH2PO4), Cl.C(C)OC(CC(C1=CC(=CC(=C1)C(F)(F)F)C(C)(C)O)N)=O (3-Amino-3-[3-(1-hydroxy-1-methyl-ethyl)-5-trifluoromethyl-phenyl]-propionic acid ethyl ester hydrochloride salt). As a reaction SMILES: Cl.C([O:4][C:5](=[O:23])[CH2:6][CH:7]([NH2:22])[C:8]1[CH:13]=[C:12]([C:14]([F:17])([F:16])[F:15])[CH:11]=[C:10]([C:18]([OH:21])([CH3:20])[CH3:19])[CH:9]=1)C.[OH-].[Na+].OP([O-])(O)=O.[K+].P([O-])([O-])([O-])=O>O.C(OC)(C)(C)C>[NH2:22][C@H:7]([C:8]1[CH:13]=[C:12]([C:14]([F:16])([F:17])[F:15])[CH:11]=[C:10]([C:18]([OH:21])([CH3:19])[CH3:20])[CH:9]=1)[CH2:6][C:5]([OH:23])=[O:4] |f:0.1,2.3,4.5|. Product: N[C@@H](CC(=O)O)C1=CC(=CC(=C1)C(F)(F)F)C(C)(C)O ((S)-3-amino-3-(3-(2-hydroxypropan-2-yl)-5-(trifluoromethyl)phenyl)propanoic acid). Starting materials: Cc1nc2cc(C(=O)N3CCOC4(CCN(Cc5cc(CCO[Si](C)(C)C(C)(C)C)cs5)CC4)C3)ccc2s1, CCCC[N+](CCCC)(CCCC)CCCC, C1CCOC1, [F-]. Yields the product Cc1nc2cc(C(=O)N3CCOC4(CCN(Cc5cc(CCO)cs5)CC4)C3)ccc2s1. Reaction SMILES: [C:19]([Si:20]([CH3:21])([CH3:22])[O:24][CH2:25][CH2:26][c:27]1[cH:28][c:29]([CH2:32][N:33]2[CH2:34][CH2:35][C:36]3([CH2:37][N:38]([C:42](=[O:43])[c:44]4[cH:45][cH:46][c:47]5[c:48]([n:49][c:50]([CH3:52])[s:51]5)[cH:53]4)[CH2:39][CH2:40][O:41]3)[CH2:54][CH2:55]2)[s:30][cH:31]1)([CH3:23])([CH3:56])[CH3:57].[CH2:2]([N+:3]([CH2:4][CH2:5][CH2:6][CH3:7])([CH2:8][CH2:9][CH2:10][CH3:11])[CH2:12][CH2:13][CH2:14][CH3:15])[CH2:16][CH2:17][CH3:18].[CH2:58]1[O:59][CH2:60][CH2:61][CH2:62]1.[F-:1]>>[OH:24][CH2:25][CH2:26][c:27]1[cH:28][c:29]([CH2:32][N:33]2[CH2:34][CH2:35][C:36]3([CH2:37][N:38]([C:42](=[O:43])[c:44]4[cH:45][cH:46][c:47]5[c:48]([n:49][c:50]([CH3:52])[s:51]5)[cH:53]4)[CH2:39][CH2:40][O:41]3)[CH2:54][CH2:55]2)[s:30][cH:31]1.